From a dataset of the Open Reaction Database (ORD), a public repository of structured organic reaction records. describe an organic reaction: reactants, conditions, products, and yield Reactants: C1(=CC=C(C=C1)S(=O)(=O)O)C (p-toluenesulfonic acid), C([O-])(O)=O (bicarbonate), O1C(CCCC1)O[C@H]1C=C[C@H](C1)OC(C)=O ((-)-acetic acid cis-4-(tetrahydro-pyran-2-yloxy)-cyclopent-2-enyl ester), C([O-])([O-])=O (carbonate). Solvent: C(C)O (ethanol), C(Cl)(Cl)Cl (chloroform). The product is C(C)(=O)O[C@H]1C=C[C@H](C1)O ((-)-cis-4-acetoxy-cyclopent-2-enol). Isolated yield 74.5%. RXN SMILES: [O:1]1CCC[CH2:3][CH:2]1[O:7][C@@H:8]1[CH2:12][C@H:11]([O:13]C(=O)C)[CH:10]=[CH:9]1.C1(C)C=CC(S(O)(=O)=O)=CC=1.C(=O)([O-])[O-].C(=O)(O)[O-]>C(O)C.C(Cl)(Cl)Cl>[C:2]([O:7][C@@H:8]1[CH2:12][C@H:11]([OH:13])[CH:10]=[CH:9]1)(=[O:1])[CH3:3]. Procedure: Dissolve (-)-acetic acid cis-4-(tetrahydro-pyran-2-yloxy)-cyclopent-2-enyl ester (192 mg, 0.85 mmol, prepared in example 11) in ethanol (1.5 mL) and treat with p-toluenesulfonic acid (11.7 mg). Stir the reaction at room temperature for 2 hours. Add carbonate or bicarbonate to neutralize the reaction mixture and concentrate under vacuum. Purify the residue by chromatography (silica gel, 3 g, 1.5×3 cm column, 33% ethyl acetate/hexane, 80 mL), to provide the title compound (90 mg, 75% yield, 91% ee... The reactants are [Al+3], CC(=O)C1CN(Cc2ccccc2)CC1c1ccc(Cl)cc1, C1CCOC1, [H-], [H-], [H-], [H-], [Li+]. The product is CC(O)C1CN(Cc2ccccc2)CC1c1ccc(Cl)cc1. As a reaction SMILES: [Al+3:24].[CH2:1]([c:2]1[cH:3][cH:4][cH:5][cH:6][cH:7]1)[N:8]1[CH2:9][CH:10]([C:20]([CH3:21])=[O:22])[CH:11]([c:13]2[cH:14][cH:15][c:16]([Cl:19])[cH:17][cH:18]2)[CH2:12]1.[CH2:29]1[O:30][CH2:31][CH2:32][CH2:33]1.[H-:23].[H-:26].[H-:27].[H-:28].[Li+:25]>>[CH2:1]([c:2]1[cH:3][cH:4][cH:5][cH:6][cH:7]1)[N:8]1[CH2:9][CH:10]([CH:20]([CH3:21])[OH:22])[CH:11]([c:13]2[cH:14][cH:15][c:16]([Cl:19])[cH:17][cH:18]2)[CH2:12]1. Starting materials: [OH-].[Na+] (sodium hydroxide), CN1CCN(CC1)CC/C=C\2/C=3C=CC=CC3SC4=C2C=C(C=C4)S(=O)(=O)N(C)C (thiothixene), C(Cl)Cl (methylene chloride). The solvent is O (water). The product is CN1CCN(CC1)CC/C=C/2\C3=CC=CC=C3SC4=C2C=C(C=C4)S(=O)(=O)N(C)C (trans-thiothixene). Yield: 100.0%. RXN SMILES: [OH-].[Na+].[CH3:3][N:4]1[CH2:9][CH2:8][N:7]([CH2:10][CH2:11]/[CH:12]=[C:13]2/[C:14]3[CH:15]=[CH:16][CH:17]=[CH:18][C:19]=3[S:20][C:21]3[CH:26]=[CH:25][C:24]([S:27]([N:30]([CH3:32])[CH3:31])(=[O:29])=[O:28])=[CH:23][C:22]/2=3)[CH2:6][CH2:5]1.C(Cl)Cl>O>[CH3:3][N:4]1[CH2:9][CH2:8][N:7]([CH2:10][CH2:11]/[CH:12]=[C:13]2\[C:14]3[C:19]([S:20][C:21]4[CH:26]=[CH:25][C:24]([S:27]([N:30]([CH3:31])[CH3:32])(=[O:28])=[O:29])=[CH:23][C:22]\2=4)=[CH:18][CH:17]=[CH:16][CH:15]=3)[CH2:6][CH2:5]1 |f:0.1|. Procedure details: 5N aqueous sodium hydroxide was added to a suspension of thiothixene.2H3PO4 (63.96 g., 100 mmoles, ca. 85% trans/ 15% cis) in water (750 ml.)/methylene chloride (750 ml.) until the aqueous phase was strongly basic. The phases were separated and the aqueous phase extracted with an additional 200 ml. portion of methylene chloride. The combined methylene chloride extract was dried (Na2SO4), filtered and evaporated in vacuo to a light brown oil (ca. 45 g., ca. 100% yield, ca. 85% trans/15% cis). The... Reactants: CCn1c(=O)c2[nH]c(-c3ccc(S(=O)(=O)O)cc3)nc2n(CC)c1=O, CN(C)CCN, CN(C)C=O, O=S(Cl)Cl. Yields the product CCn1c(=O)c2[nH]c(-c3ccc(S(=O)(=O)NCCN(C)C)cc3)nc2n(CC)c1=O. RXN SMILES: [CH2:1]([CH3:2])[n:3]1[c:4](=[O:25])[n:5]([CH2:23][CH3:24])[c:6]2[n:7][c:8](-[c:13]3[cH:14][cH:15][c:16]([S:19](=[O:20])(=[O:21])[OH:22])[cH:17][cH:18]3)[nH:9][c:10]2[c:11]1=[O:12].[CH3:30][N:31]([CH2:32][CH2:33][NH2:34])[CH3:35].[CH3:36][N:37]([CH3:38])[CH:39]=[O:40].[S:26]([Cl:27])([Cl:28])=[O:29]>>[CH2:1]([CH3:2])[n:3]1[c:4](=[O:25])[n:5]([CH2:23][CH3:24])[c:6]2[n:7][c:8](-[c:13]3[cH:14][cH:15][c:16]([S:19](=[O:21])(=[O:22])[NH:34][CH2:33][CH2:32][N:31]([CH3:30])[CH3:35])[cH:17][cH:18]3)[nH:9][c:10]2[c:11]1=[O:12].